Dataset: the Open Reaction Database (ORD), a public repository of structured organic reaction records. Task: describe an organic reaction: reactants, conditions, products, and yield Reactants: CCOC(=O)C1CC2CC(COS(=O)(=O)c3cccc([N+](=O)[O-])c3)CCC2CN1C(=O)OC, C1CCOC1, CCOC(=O)c1[nH]cnc1C, [H-], [Na+], CN(C)C=O. Product: CCOC(=O)c1ncn(CC2CCC3CN(C(=O)OC)C(C(=O)OCC)CC3C2)c1C. Reaction SMILES: [CH2:19]([CH3:20])[O:21][C:22](=[O:23])[CH:24]1[N:25]([C:48](=[O:49])[O:50][CH3:51])[CH2:26][CH:27]2[CH2:28][CH2:29][CH:30]([CH2:34][O:35][S:36]([c:37]3[cH:38][cH:39][cH:40][c:41]([N+:42]([O-:43])=[O:44])[cH:45]3)(=[O:46])=[O:47])[CH2:31][CH:32]2[CH2:33]1.[CH2:52]1[O:53][CH2:54][CH2:55][CH2:56]1.[CH3:3][c:4]1[n:5][cH:6][nH:7][c:8]1[C:9](=[O:10])[O:11][CH2:12][CH3:13].[H-:1].[Na+:2].[O:14]=[CH:15][N:16]([CH3:17])[CH3:18]>>[CH3:3][c:4]1[n:5]([CH2:34][CH:30]2[CH2:29][CH2:28][CH:27]3[CH2:26][N:25]([C:48](=[O:49])[O:50][CH3:51])[CH:24]([C:22]([O:21][CH2:19][CH3:20])=[O:23])[CH2:33][CH:32]3[CH2:31]2)[cH:6][n:7][c:8]1[C:9](=[O:10])[O:11][CH2:12][CH3:13]. Starting materials: ClCCCCOC=1C=CC2=C(C(OC(N2)=O)(C2CCCCC2)C2CCCCC2)C1 (6-(4-chlorobutoxy)-4,4-dicyclohexyl-4H-3,1-benzoxazin-2-one), C(C)(=O)NC1=CC=C(C=C1)S (4-acetamido-thiophenol). Product: C(C)(=O)NC1=CC=C(C=C1)SCCCCOC=1C=CC2=C(C(OC(N2)=O)(C2CCCCC2)C2CCCCC2)C1 (6-[4-(4-Acetamido-phenylmercapto)-butoxy]-4,4-dicyclohexyl-4H-3,1-benzoxazin-2-one). Reaction SMILES: Cl[CH2:2][CH2:3][CH2:4][CH2:5][O:6][C:7]1[CH:8]=[CH:9][C:10]2[NH:15][C:14](=[O:16])[O:13][C:12]([CH:23]3[CH2:28][CH2:27][CH2:26][CH2:25][CH2:24]3)([CH:17]3[CH2:22][CH2:21][CH2:20][CH2:19][CH2:18]3)[C:11]=2[CH:29]=1.[C:30]([NH:33][C:34]1[CH:39]=[CH:38][C:37]([SH:40])=[CH:36][CH:35]=1)(=[O:32])[CH3:31]>>[C:30]([NH:33][C:34]1[CH:39]=[CH:38][C:37]([S:40][CH2:2][CH2:3][CH2:4][CH2:5][O:6][C:7]2[CH:8]=[CH:9][C:10]3[NH:15][C:14](=[O:16])[O:13][C:12]([CH:23]4[CH2:28][CH2:27][CH2:26][CH2:25][CH2:24]4)([CH:17]4[CH2:22][CH2:21][CH2:20][CH2:19][CH2:18]4)[C:11]=3[CH:29]=2)=[CH:36][CH:35]=1)(=[O:32])[CH3:31]. Reported procedure: Prepared analogously to Example 1 from 6-(4-chlorobutoxy)-4,4-dicyclohexyl-4H-3,1-benzoxazin-2-one and 4-acetamido-thiophenol. The reactants are O=C([O-])O, CC[SiH](CC)CC, CC#N, COc1ccc(Cc2cc(C3(OC)OC(COC(C)=O)C(OC(C)=O)C(OC(C)=O)C3OC(C)=O)ccc2Cl)cc1, [Na+], O. Product: COc1ccc(Cc2cc(C3(O)OC(COC(C)=O)C(OC(C)=O)C(OC(C)=O)C3OC(C)=O)ccc2Cl)cc1. Reaction SMILES: [C:49](=[O:50])([O-:51])[OH:52].[CH2:42]([SiH:43]([CH2:44][CH3:45])[CH2:46][CH3:47])[CH3:48].[CH3:54][C:55]#[N:56].[Cl:1][c:2]1[c:3]([CH2:33][c:34]2[cH:35][cH:36][c:37]([O:40][CH3:41])[cH:38][cH:39]2)[cH:4][c:5]([C:8]2([O:31][CH3:32])[CH:9]([O:10][C:11]([CH3:12])=[O:13])[CH:14]([O:15][C:16]([CH3:17])=[O:18])[CH:19]([O:20][C:21]([CH3:22])=[O:23])[CH:24]([CH2:26][O:27][C:28]([CH3:29])=[O:30])[O:25]2)[cH:6][cH:7]1.[Na+:53].[OH2:57]>>[Cl:1][c:2]1[c:3]([CH2:33][c:34]2[cH:35][cH:36][c:37]([O:40][CH3:41])[cH:38][cH:39]2)[cH:4][c:5]([C:8]2([OH:31])[CH:9]([O:10][C:11]([CH3:12])=[O:13])[CH:14]([O:15][C:16]([CH3:17])=[O:18])[CH:19]([O:20][C:21]([CH3:22])=[O:23])[CH:24]([CH2:26][O:27][C:28]([CH3:29])=[O:30])[O:25]2)[cH:6][cH:7]1. Reaction SMILES: C([Li])CCC.CCCCCC.C(NC(C)C)(C)C.[CH3:19][P:20](=[O:27])([O:24][CH2:25][CH3:26])[O:21][CH2:22][CH3:23].Cl[Si](C)(C)C.[Si:33]([O:40][CH2:41][CH2:42][CH:43]=O)([C:36]([CH3:39])([CH3:38])[CH3:37])([CH3:35])[CH3:34].Cl>C1COCC1>[Si:33]([O:40][CH2:41][CH2:42]/[CH:43]=[CH:19]\[P:20](=[O:27])([O:24][CH2:25][CH3:26])[O:21][CH2:22][CH3:23])([C:36]([CH3:37])([CH3:38])[CH3:39])([CH3:35])[CH3:34]. Conditions: temperature -70 celsius, time 15 minute. Run in C1CCOC1 (THF), C1CCOC1 (THF), C1CCOC1 (THF), C1CCOC1 (THF). The reactants are Cl[Si](C)(C)C (chlorotrimethylsilane), [Si](C)(C)(C(C)(C)C)OCCC=O (3-(t-butyldimethylsilyloxy)propanal), C(CCC)[Li] (n-butyllithium), CCCCCC (hexane), C(C)(C)NC(C)C (diisopropylamine), Cl (hydrochloric acid), CP(OCC)(OCC)=O (diethyl methylphosphonate). Yields the product [Si](C)(C)(C(C)(C)C)OCC\C=C/P(OCC)(OCC)=O (diethyl (Z)-4-(t-butyldimethylsilyloxy)but-1-enylphosphonate). Reported procedure: To a solution of n-butyllithium in hexane (38.9 ml, 2.7M, 105 mmol) stirred at -20° C. under dry nitrogen was added a solution of diisopropylamine (11.5 g, 114 mmol) in dry THF (70 ml). The solution was cooled to -70° C. before a solution of diethyl methylphosphonate (7.6 g, 50 mmol) in dry THF (10 ml) was added dropwise. A solution of chlorotrimethylsilane (5.8 g, 53 mmol) in dry THF (15 ml) was then added dropwise, maintaining the internal temperature below -60° C. The resulting solution was s... Isolated yield 10.1%. Starting materials: [OH-].[Na+] (sodium hydroxide), S(=O)(=O)(O)O.C(C)NC(=N)N (ethylguanidine sulfate), S(=O)(=O)([O-])[O-].[Na+].[Na+] (sodium sulfate), ClC1=C(C=CC(=O)Cl)C(=CC=C1)Cl (2,6-dichlorocinnamoyl chloride). The solvent is O1CCCC1 (tetrahydrofuran), O1CCCC1 (tetrahydrofuran). Run at time 45 minute. Yields the product Cl.ClC1=C(C=CC(=O)NC(=N)NCC)C(=CC=C1)Cl (1-(2,6-dichlorocinnamoyl)-3-ethylguanidine hydrochloride). As a reaction SMILES: [OH-].[Na+].S(O)(O)(=O)=O.[CH2:8]([NH:10][C:11]([NH2:13])=[NH:12])[CH3:9].S([O-])([O-])(=O)=O.[Na+].[Na+].[Cl:21][C:22]1[CH:32]=[CH:31][CH:30]=[C:29]([Cl:33])[C:23]=1[CH:24]=[CH:25][C:26](Cl)=[O:27]>O1CCCC1>[ClH:21].[Cl:21][C:22]1[CH:32]=[CH:31][CH:30]=[C:29]([Cl:33])[C:23]=1[CH:24]=[CH:25][C:26]([NH:13][C:11]([NH:10][CH2:8][CH3:9])=[NH:12])=[O:27] |f:0.1,2.3,4.5.6,9.10|. Procedure: A mixture of 7.48 g of a 50% sodium hydroxide solution, 12.72 g of ethylguanidine sulfate, and 120 ml of tetrahydrofuran is stirred for 45 minutes. Anhydrous sodium sulfate (12 g) is added to the mixture and stirred for 40 minutes. 11.0 g of 2,6-dichlorocinnamoyl chloride in 40 ml of anhydrous tetrahydrofuran are added dropwise to the resulting mixture and stirred overnight. The reaction mixture is filtered, concentrated in vacuo and the resulting yellow oil partitioned between 100 ml of methyle...